This data is from the Open Reaction Database (ORD), a public repository of structured organic reaction records. The task is: describe an organic reaction: reactants, conditions, products, and yield The reactants are COC(CCC1=CN(C2=CC=C(C=C12)OC)S(=O)(=O)C1=CC=C(C=C1)OC)=O (3-[5-Methoxy-1-(4-methoxy-benzenesulfonyl)-1H-indol-3-yl]-propionic acid methyl ester), [OH-].[K+] (potassium hydroxide). Run in O1CCCC1 (tetrahydrofuran). Reaction conditions: time 5 hour. Yields the product COC=1C=C2C(=CN(C2=CC1)S(=O)(=O)C1=CC=C(C=C1)OC)CCC(=O)O (3-[5-Methoxy-1-(4-methoxy-benzenesulfonyl)-1H-indol-3-yl]-propionic acid). RXN SMILES: C[O:2][C:3](=[O:28])[CH2:4][CH2:5][C:6]1[C:14]2[C:9](=[CH:10][CH:11]=[C:12]([O:15][CH3:16])[CH:13]=2)[N:8]([S:17]([C:20]2[CH:25]=[CH:24][C:23]([O:26][CH3:27])=[CH:22][CH:21]=2)(=[O:19])=[O:18])[CH:7]=1.[OH-].[K+]>O1CCCC1>[CH3:16][O:15][C:12]1[CH:13]=[C:14]2[C:9](=[CH:10][CH:11]=1)[N:8]([S:17]([C:20]1[CH:21]=[CH:22][C:23]([O:26][CH3:27])=[CH:24][CH:25]=1)(=[O:19])=[O:18])[CH:7]=[C:6]2[CH2:5][CH2:4][C:3]([OH:28])=[O:2] |f:1.2|. Procedure details: To a solution of the methyl ester 5 (830 mg, 2.06 mmol) in tetrahydrofuran (15 mL) was added an aqueous solution of potassium hydroxide (5 mL of 1M) and stirred at room temperature for 5 h. The acid 1 was isolated by neutralizing the reaction mixture by aqueous hydrochloric acid, extracting the product with ethyl acetate, drying over anhydrous magnesium sulfate, evaporating under reduced pressure, and purifying using flash chromatography with 5% methanol in dichloromethane to afford a white soli...